This data is from the Open Reaction Database (ORD), a public repository of structured organic reaction records. The task is: describe an organic reaction: reactants, conditions, products, and yield The reactants are COCCOc1cc2ncnc(Sc3cccc(N)c3)c2cc1OC, CN(C)c1ccncc1, CCN(C(C)C)C(C)C, O=C([O-])Nc1ccc(C(F)(F)F)c(F)c1. Yields the product COCCOc1cc2ncnc(Sc3cccc(NC(=O)Nc4ccc(C(F)(F)F)c(F)c4)c3)c2cc1OC. As a reaction SMILES: [CH3:16][O:17][c:18]1[cH:19][c:20]2[c:21]([S:33][c:34]3[cH:35][c:36]([NH2:37])[cH:38][cH:39][cH:40]3)[n:22][cH:23][n:24][c:25]2[cH:26][c:27]1[O:28][CH2:29][CH2:30][O:31][CH3:32].[CH3:50][N:51]([c:52]1[cH:53][cH:54][n:55][cH:56][cH:57]1)[CH3:58].[CH:41]([N:42]([CH:43]([CH3:44])[CH3:45])[CH2:46][CH3:47])([CH3:48])[CH3:49].[F:1][c:2]1[cH:3][c:4]([NH:12][C:13]([O-:14])=[O:15])[cH:5][cH:6][c:7]1[C:8]([F:9])([F:10])[F:11]>>[F:1][c:2]1[cH:3][c:4]([NH:12][C:13](=[O:15])[NH:37][c:36]2[cH:35][c:34]([S:33][c:21]3[c:20]4[cH:19][c:18]([O:17][CH3:16])[c:27]([O:28][CH2:29][CH2:30][O:31][CH3:32])[cH:26][c:25]4[n:24][cH:23][n:22]3)[cH:40][cH:39][cH:38]2)[cH:5][cH:6][c:7]1[C:8]([F:9])([F:10])[F:11]. Reactants: C(C)(=O)N1C(CC2=CC(=CC=C12)C(C)=O)=O (1,5-diacetyl-2-indolinone), C(C)N(CC)CC1=CC=C(C(=O)O)C=C1 (4-diethylaminomethyl-benzoic acid). Yields the product C(C)(=O)N1C(C(C2=CC(=CC=C12)C(C)=O)=C(O)C1=CC=C(C=C1)CN(CC)CC)=O (1,5-diacetyl-3-[(4-diethylaminomethyl-phenyl)-hydroxy-methylidene]-2-indolinone). RXN SMILES: [C:1]([N:4]1[C:12]2[C:7](=[CH:8][C:9]([C:13](=[O:15])[CH3:14])=[CH:10][CH:11]=2)[CH2:6][C:5]1=[O:16])(=[O:3])[CH3:2].[CH2:17]([N:19]([CH2:22][C:23]1[CH:31]=[CH:30][C:26]([C:27](O)=[O:28])=[CH:25][CH:24]=1)[CH2:20][CH3:21])[CH3:18]>>[C:1]([N:4]1[C:12]2[C:7](=[CH:8][C:9]([C:13](=[O:15])[CH3:14])=[CH:10][CH:11]=2)[C:6](=[C:27]([C:26]2[CH:30]=[CH:31][C:23]([CH2:22][N:19]([CH2:20][CH3:21])[CH2:17][CH3:18])=[CH:24][CH:25]=2)[OH:28])[C:5]1=[O:16])(=[O:3])[CH3:2]. Reported procedure: Prepared from 1,5-diacetyl-2-indolinone and 4-diethylaminomethyl-benzoic acid Run in O1CCCC1 (tetrahydrofuran), O (water). The reactants are BrC=1N(C(=C(N1)Br)Br)COCC[Si](C)(C)C (2,4,5-tribromo-1-(2-trimethylsilanyl-ethoxymethyl)-1H-imidazole), C1(=CC=CC=C1)[Li] (phenyl lithium), Cl (HCl), C(=O)=O (CO2). Procedure: To a solution of 2,4,5-tribromo-1-(2-trimethylsilanyl-ethoxymethyl)-1H-imidazole (5.0 g, 11.5 mmol) in tetrahydrofuran (200 ml) at −78° C. is added phenyl lithium (7.0 ml, 12.6 mmol, 1.8 M in THF). After 30 minutes stirring at −78° C. CO2-pellets (˜3.0 g) are added. The mixture is allowed to warm to room temperature, water is added, and the pH is carefully adjusted with 6N HCl (aqueous) to pH=5. The mixture is extracted with ethyl acetate (2×50 ml) and the combined organic layer is washed with b... As a reaction SMILES: Br[C:2]1[N:3]([CH2:9][O:10][CH2:11][CH2:12][Si:13]([CH3:16])([CH3:15])[CH3:14])[C:4]([Br:8])=[C:5]([Br:7])[N:6]=1.C1([Li])C=CC=CC=1.[C:24](=[O:26])=[O:25].Cl>O1CCCC1.O>[Br:7][C:5]1[N:6]=[C:2]([C:24]([OH:26])=[O:25])[N:3]([CH2:9][O:10][CH2:11][CH2:12][Si:13]([CH3:16])([CH3:15])[CH3:14])[C:4]=1[Br:8]. Yields the product BrC=1N=C(N(C1Br)COCC[Si](C)(C)C)C(=O)O (4,5-dibromo-1-(2-trimethylsilanyl-ethoxymethyl)-1H-imidazole-2-carboxylic acid). Run at temperature -78 celsius, time 30 minute.